From a dataset of the Open Reaction Database (ORD), a public repository of structured organic reaction records. describe an organic reaction: reactants, conditions, products, and yield Reactants: ClC1=CC=C2C=CN=CC2=C1[N+](=O)[O-] (7-chloro-8-nitroisoquinoline), [OH-].[K+] (KOH), C(C1=CC=CC=C1)S (benzyl mercaptan), C(C)(C)O (isopropanol). Solvent: C(C)O (ethanol). Reaction conditions: temperature 25 celsius, time 1 hour. Product: C(C1=CC=CC=C1)SC1=CC=C2C=CN=CC2=C1[N+](=O)[O-] (7-benzylthio-8-nitroisoquinoline). RXN SMILES: Cl[C:2]1[C:11]([N+:12]([O-:14])=[O:13])=[C:10]2[C:5]([CH:6]=[CH:7][N:8]=[CH:9]2)=[CH:4][CH:3]=1.[CH2:15]([SH:22])[C:16]1[CH:21]=[CH:20][CH:19]=[CH:18][CH:17]=1.C(O)(C)C.[OH-].[K+]>C(O)C>[CH2:15]([S:22][C:2]1[C:11]([N+:12]([O-:14])=[O:13])=[C:10]2[C:5]([CH:6]=[CH:7][N:8]=[CH:9]2)=[CH:4][CH:3]=1)[C:16]1[CH:21]=[CH:20][CH:19]=[CH:18][CH:17]=1 |f:3.4|. Procedure details: A mixture of 0.52 g. (2.5 mmole) of 7-chloro-8-nitroisoquinoline and 0.317 g. (2.56 mmole) of benzyl mercaptan in 5 ml. of degassed isopropanol under argon at 0° C. was treated with 0.16 g. (2.5 mmole) of 86% KOH in 2 ml. of ethanol dropwise over fifteen minutes. The mixture was stirred for one hour at 25° C. and filtered. The collected product was washed with water and ethanol and then dried to yield 7-benzylthio-8-nitroisoquinoline having a melting point of 151°-153° C. Starting materials: CC(=O)OC(CC(CCC(C)(C)F)C(N)=O)C(Cc1ccccc1)NC(=O)c1cnc2ccccc2n1, COc1ccc(P2(=S)SP(=S)(c3ccc(OC)cc3)S2)cc1, C1CCOC1. The product is CC(=O)OC(CC(CCC(C)(C)F)C(N)=S)C(Cc1ccccc1)NC(=O)c1cnc2ccccc2n1. As a reaction SMILES: [C:1]([NH2:2])(=[O:3])[CH:4]([CH2:5][CH:6]([CH:7]([CH2:8][c:9]1[cH:10][cH:11][cH:12][cH:13][cH:14]1)[NH:15][C:16](=[O:17])[c:18]1[n:19][c:20]2[cH:21][cH:22][cH:23][cH:24][c:25]2[n:26][cH:27]1)[O:28][C:29]([CH3:30])=[O:31])[CH2:32][CH2:33][C:34]([CH3:35])([CH3:36])[F:37].[CH3:38][O:39][c:40]1[cH:41][cH:42][c:43]([P:44]2(=[S:47])[S:45][P:46]([c:48]3[cH:49][cH:50][c:51]([O:52][CH3:53])[cH:54][cH:55]3)(=[S:56])[S:57]2)[cH:58][cH:59]1.[O:60]1[CH2:61][CH2:62][CH2:63][CH2:64]1>>[C:1]([NH2:2])([CH:4]([CH2:5][CH:6]([CH:7]([CH2:8][c:9]1[cH:10][cH:11][cH:12][cH:13][cH:14]1)[NH:15][C:16](=[O:17])[c:18]1[n:19][c:20]2[cH:21][cH:22][cH:23][cH:24][c:25]2[n:26][cH:27]1)[O:28][C:29]([CH3:30])=[O:31])[CH2:32][CH2:33][C:34]([CH3:35])([CH3:36])[F:37])=[S:47]. Reactants: ( A ), CNC12C3CCC(C(CCC1)C2)C3 (1-methylaminotricyclo[4.3.1.12,5 ]undecane), ClCC(=O)Cl (2-chloroacetyl chloride). Product: CN(C(CCl)=O)C12C3CCC(C(CCC1)C2)C3 (N-methyl-N-(1-tricyclo[4.3.1.12,5 ]undecyl)-2-chloroacetamide). Yield: 85.0%. RXN SMILES: [CH3:1][NH:2][C:3]12[CH2:12][CH:8]([CH2:9][CH2:10][CH2:11]1)[CH:7]1[CH2:13][CH:4]2[CH2:5][CH2:6]1.[Cl:14][CH2:15][C:16](Cl)=[O:17]>>[CH3:1][N:2]([C:3]12[CH2:12][CH:8]([CH2:9][CH2:10][CH2:11]1)[CH:7]1[CH2:13][CH:4]2[CH2:5][CH2:6]1)[C:16](=[O:17])[CH2:15][Cl:14]. Procedure: Under the same conditions as described in section (A) of Example 4, 1-methylaminotricyclo[4.3.1.12,5 ]undecane was reacted with 2-chloroacetyl chloride to obtain N-methyl-N-(1-tricyclo[4.3.1.12,5 ]undecyl)-2-chloroacetamide in a yield of 85%. Starting materials: N1C(C2(C3=CC=CC=C13)COC1=CC3=C(OCCO3)C=C12)=O (2,3-dihydrospiro[furo[2,3-g][1,4]benzodioxine-8,3′-indol]-2′(1′H)-one), BrCCCCC (1-bromopentane), N1C([C@]2(C3=CC=CC=C13)COC1=CC3=C(OCCO3)C=C12)=O ((S)-2,3-dihydrospiro[furo[2,3-g][1,4]benzodioxine-8,3′-indol]-2′(1′H)-one), BrCC1=C(C=C(C=C1)F)Cl (1-(bromomethyl)-2-chloro-4-fluorobenzene). Product: ClC1=C(CN2C(C3(C4=CC=CC=C24)COC2=CC4=C(OCCO4)C=C23)=O)C=CC(=C1)F (1′-(2-chloro-4-fluorobenzyl)-2,3-dihydrospiro[furo[2,3-g][1,4]benzodioxine-8,3′-indol]-2′(1′H)-one). As a reaction SMILES: [NH:1]1[C:9]2[C:4](=[CH:5][CH:6]=[CH:7][CH:8]=2)[C:3]2([C:21]3[C:12](=[CH:13][C:14]4[O:19][CH2:18][CH2:17][O:16][C:15]=4[CH:20]=3)[O:11][CH2:10]2)[C:2]1=[O:22].N1C2C(=CC=CC=2)[C@@]2(C3C(=CC4OCCOC=4C=3)OC2)C1=O.Br[CH2:46][C:47]1[CH:52]=[CH:51][C:50]([F:53])=[CH:49][C:48]=1[Cl:54].BrCCCCC>>[Cl:54][C:48]1[CH:49]=[C:50]([F:53])[CH:51]=[CH:52][C:47]=1[CH2:46][N:1]1[C:9]2[C:4](=[CH:5][CH:6]=[CH:7][CH:8]=2)[C:3]2([C:21]3[C:12](=[CH:13][C:14]4[O:19][CH2:18][CH2:17][O:16][C:15]=4[CH:20]=3)[O:11][CH2:10]2)[C:2]1=[O:22]. Procedure: Following the procedure as described in EXAMPLE 7.3 and making non-critical variations using 2,3-dihydrospiro[furo[2,3-g][1,4]benzodioxine-8,3′-indol]-2′(1′H)-one to replace (S)-2,3-dihydrospiro[furo[2,3-g][1,4]benzodioxine-8,3′-indol]-2′(1′H)-one, and 1-(bromomethyl)-2-chloro-4-fluorobenzene to replace 1-bromopentane, 1′-(2-chloro-4-fluorobenzyl)-2,3-dihydrospiro[furo[2,3-g][1,4]benzodioxine-8,3′-indol]-2′(1′H)-one was obtained (81%) as a colorless solid: 1H NMR (300 MHz, DMSO-d6) δ 7.52-7.60 (... The reactants are [H][H] (hydrogen), [H][H] (hydrogen), N1=C(C=CC=C1)C=O (Pyridine-2-carboxaldehyde), NCCCNCCCN (1,5,9-triazanonane). The reagents and catalysts are [Pd] (Pd on charcoal). Run in C(C)O (ethanol). Conditions: temperature 50 celsius, time 10 minute. Yields the product N1=C(C=CC=C1)CNCCCNCCCNCC1=NC=CC=C1 (1,11-Bis(2-pyridyl)-2,6,10-triazaundecane). RXN SMILES: [N:1]1[CH:6]=[CH:5][CH:4]=[CH:3][C:2]=1[CH:7]=O.[NH2:9][CH2:10][CH2:11][CH2:12][NH:13][CH2:14][CH2:15][CH2:16][NH2:17].[H][H]>C(O)C.[Pd]>[N:1]1[CH:6]=[CH:5][CH:4]=[CH:3][C:2]=1[CH2:7][NH:9][CH2:10][CH2:11][CH2:12][NH:13][CH2:14][CH2:15][CH2:16][NH:17][CH2:7][C:2]1[CH:3]=[CH:4][CH:5]=[CH:6][N:1]=1. Procedure details: Pyridine-2-carboxaldehyde (4.3 g, 0.04 mole) and 1,5,9-triazanonane (2.6 g, 0.02 mole) [bis(aminopropyl)- amine; available from Aldrich Chemical Company] were dissolved in ca. 60 ml of absolute ethanol and warmed (ca. 50° C.) with stirring for 10 minutes. The solution was hydrogenated at room temperature over 1.5 g of 5% Pd on charcoal in an atmosphere of hydrogen. After the calculated amount of hydrogen (0.04 mole; ca. 0.90 1 at 25° C. and 1 atm. pressure) had been consumed, the charcoal cataly...